This data is from the Open Reaction Database (ORD), a public repository of structured organic reaction records. The task is: describe an organic reaction: reactants, conditions, products, and yield The reactants are C(=O)(O)[O-].[Na+] (NaHCO3), COC=1C=C(C=CC1)C1=NN2C(SC=C2)=C1C1=CC=NC=C1 (6-(3-Methoxy-phenyl)-7-pyridin-4-yl-pyrazolo[5,1-b]thiazole), solution, B(Br)(Br)Br (boron tribromide). Run in C(Cl)Cl (DCM), C(Cl)Cl (DCM). Conditions: temperature 0 celsius, time 1 hour. The product is N1=CC=C(C=C1)C=1C(=NN2C1SC=C2)C=2C=C(C=CC2)O (3-(7-pyridin-4-yl-pyrazolo[5,1-b]thiazol-6-yl)-phenol). Yield: 80.4%. As a reaction SMILES: C[O:2][C:3]1[CH:4]=[C:5]([C:9]2[C:16]([C:17]3[CH:22]=[CH:21][N:20]=[CH:19][CH:18]=3)=[C:12]3[S:13][CH:14]=[CH:15][N:11]3[N:10]=2)[CH:6]=[CH:7][CH:8]=1.B(Br)(Br)Br.C([O-])(O)=O.[Na+]>C(Cl)Cl>[N:20]1[CH:19]=[CH:18][C:17]([C:16]2[C:9]([C:5]3[CH:4]=[C:3]([OH:2])[CH:8]=[CH:7][CH:6]=3)=[N:10][N:11]3[CH:15]=[CH:14][S:13][C:12]=23)=[CH:22][CH:21]=1 |f:2.3|. Procedure: 6-(3-Methoxy-phenyl)-7-pyridin-4-yl-pyrazolo[5,1-b]thiazole (65 mg, 0.212 mmol) was dissolved in dry DCM (2 mL) and cooled to 0° C. A 1 M solution of boron tribromide in DCM (0.850 mL, 0.848 mmol, 4 eq) was added dropwise and the mixture was allowed to warm to room temperature and stirred for 1 hours. Ice was then added to the reaction mixture, followed by saturated aqueous NaHCO3 until pH 6. The aqueous phase was extracted with DCM and the organic layer was dried and evaporated to dryness. An i...